Dataset: the Open Reaction Database (ORD), a public repository of structured organic reaction records. Task: describe an organic reaction: reactants, conditions, products, and yield Yield: 49.1%. The solvent is ClCCCl (1,2-dichloroethane). Procedure: 5-Methyl-2-(trifluoromethyl)benzonitrile (200 mg, 1.08 mmol) in 1,2-dichloroethane (3 mL) was stirred with N-bromosuccinimide (192 mg, 1.08 mmol) and azobisisobutyronitrile (36.1 mg, 0.22 mmol) at 80° C. for 2 hours. The reaction mixture allowed to cool to room temperature and was concentrated under reduced pressure. The residue was purified by silica gel column chromatography (hexane→ethyl acetate/hexane=1/3 (v/v)) to give the title compound as a colorless solid (140 mg, yield 49%). As a reaction SMILES: [CH3:1][C:2]1[CH:3]=[CH:4][C:5]([C:10]([F:13])([F:12])[F:11])=[C:6]([CH:9]=1)[C:7]#[N:8].[Br:14]N1C(=O)CCC1=O.N(C(C)(C)C#N)=NC(C)(C)C#N>ClCCCl>[Br:14][CH2:1][C:2]1[CH:3]=[CH:4][C:5]([C:10]([F:11])([F:12])[F:13])=[C:6]([CH:9]=1)[C:7]#[N:8]. Product: BrCC=1C=CC(=C(C#N)C1)C(F)(F)F (5-(Bromomethyl)-2-(trifluoromethyl)benzonitrile). Reactants: CC=1C=CC(=C(C#N)C1)C(F)(F)F (5-Methyl-2-(trifluoromethyl)benzonitrile), BrN1C(CCC1=O)=O (N-bromosuccinimide), N(=NC(C#N)(C)C)C(C#N)(C)C (azobisisobutyronitrile).